Dataset: the Open Reaction Database (ORD), a public repository of structured organic reaction records. Task: describe an organic reaction: reactants, conditions, products, and yield Reactants: CCOCC (ether), di(trifluoroacetic acid), N[C@H]1[C@@H]2N(C(=C(CS2)C[N+]=2N(C(=CC2)NC(C)=O)CCOC(C)=O)C(=O)[O-])C1=O (7β-amino-3-[3-acetamido-2-(2-acetoxyethyl)-1-pyrazolio]methyl-3-cephem-4-carboxylate), C[Si](NC(C)=O)(C)C (N-(trimethylsilyl)acetamide), Cl.NC1=NC(=NS1)/C(/C(=O)Cl)=N/OCC=C ((Z)-2-(5-amino-1,2,4-thiadiazol-3-yl)-2-allyloxyiminoacetyl chloride hydrochloride). Run in ClCCl (dichloromethane). Yields the product NC1=NC(=NS1)C(C(=O)N[C@H]1[C@@H]2N(C(=C(CS2)C[N+]=2N(C(=CC2)NC(C)=O)CCO)C(=O)[O-])C1=O)=NOCC=C (7β-[2-(5-amino-1,2,4-thiadiazol-3-yl)-2-allyloxyiminoacetamido]-3-[3-acetamido-2-(2-hydroxyethyl)-1-pyrazolio]methyl-3-cephem-4-carboxylate). Yield: 20.4%. Reaction SMILES: [NH2:1][C@@H:2]1[C:28](=[O:29])[N:4]2[C:5]([C:25]([O-:27])=[O:26])=[C:6]([CH2:9][N+:10]3[N:11]([CH2:19][CH2:20][O:21]C(=O)C)[C:12]([NH:15][C:16](=[O:18])[CH3:17])=[CH:13][CH:14]=3)[CH2:7][S:8][C@H:3]12.C[Si](C)(C)NC(=O)C.Cl.[NH2:39][C:40]1[S:44][N:43]=[C:42](/[C:45](=[N:49]/[O:50][CH2:51][CH:52]=[CH2:53])/[C:46](Cl)=[O:47])[N:41]=1.CCOCC>ClCCl>[NH2:39][C:40]1[S:44][N:43]=[C:42]([C:45](=[N:49][O:50][CH2:51][CH:52]=[CH2:53])[C:46]([NH:1][C@@H:2]2[C:28](=[O:29])[N:4]3[C:5]([C:25]([O-:27])=[O:26])=[C:6]([CH2:9][N+:10]4[N:11]([CH2:19][CH2:20][OH:21])[C:12]([NH:15][C:16](=[O:18])[CH3:17])=[CH:13][CH:14]=4)[CH2:7][S:8][C@H:3]23)=[O:47])[N:41]=1 |f:2.3|. Reported procedure: To a solution of di(trifluoroacetic acid) salt of 7β-amino-3-[3-acetamido-2-(2-acetoxyethyl)-1-pyrazolio]methyl-3-cephem-4-carboxylate (1 g) and N-(trimethylsilyl)acetamide (2.01 g) in dichloromethane (20 ml) was added (Z)-2-(5-amino-1,2,4-thiadiazol-3-yl)-2-allyloxyiminoacetyl chloride hydrochloride (0.520 g) under stirring and ice-cooling. The mixture was stirred for one hour at room temperature. The reaction mixture was added to ether under stirring and ice-cooling. The produced amorphous sol... The reactants are NC(=O)C(CC1CC1)NC(=O)c1ccc(C(F)(F)F)c(OCC2CC2)n1, Cl, CCOC(=O)C(N)(CC)CC. The product is CCOC(=O)C(CC)(CC)NC(=O)c1ccc(C(F)(F)F)c(OCC2CC2)n1. RXN SMILES: [C:1]([CH:2]([NH:3][C:10](=[O:11])[c:12]1[n:13][c:14]([O:22][CH2:23][CH:24]2[CH2:25][CH2:26]2)[c:15]([C:18]([F:19])([F:20])[F:21])[cH:16][cH:17]1)[CH2:4][CH:5]1[CH2:6][CH2:7]1)(=[O:8])[NH2:9].[ClH:27].[NH2:28][C:29]([C:30](=[O:31])[O:32][CH2:33][CH3:34])([CH2:35][CH3:36])[CH2:37][CH3:38]>>[C:10](=[O:11])([c:12]1[n:13][c:14]([O:22][CH2:23][CH:24]2[CH2:25][CH2:26]2)[c:15]([C:18]([F:19])([F:20])[F:21])[cH:16][cH:17]1)[NH:28][C:29]([C:30](=[O:31])[O:32][CH2:33][CH3:34])([CH2:35][CH3:36])[CH2:37][CH3:38]. As a reaction SMILES: [CH3:39][S:40](=[O:41])[CH3:42].[Cl:1][CH2:2][CH2:3][CH2:4][S:5](=[O:6])(=[O:7])[O:8][CH2:9][C:10]([CH:11]([C:12](=[O:13])[O:14][CH:15]([CH3:16])[c:17]1[cH:18][cH:19][cH:20][cH:21][cH:22]1)[O:23][CH2:24][c:25]1[cH:26][cH:27][c:28]([O:31][CH3:32])[cH:29][cH:30]1)([CH3:33])[CH3:34].[N-:36]=[N+:37]=[N-:38].[Na+:35]>>[CH2:2]([CH2:3][CH2:4][S:5](=[O:6])(=[O:7])[O:8][CH2:9][C:10]([CH:11]([C:12](=[O:13])[O:14][CH:15]([CH3:16])[c:17]1[cH:18][cH:19][cH:20][cH:21][cH:22]1)[O:23][CH2:24][c:25]1[cH:26][cH:27][c:28]([O:31][CH3:32])[cH:29][cH:30]1)([CH3:33])[CH3:34])[N:36]=[N+:37]=[N-:38]. Yields the product COc1ccc(COC(C(=O)OC(C)c2ccccc2)C(C)(C)COS(=O)(=O)CCCN=[N+]=[N-])cc1. Starting materials: CS(C)=O, COc1ccc(COC(C(=O)OC(C)c2ccccc2)C(C)(C)COS(=O)(=O)CCCCl)cc1, [N-]=[N+]=[N-], [Na+]. Starting materials: C(C)N1C(CC(C1)O)=O (1-ethyl-4-hydroxypyrrolidin-2-one), C(C)N1C(CC(C1)OC(C1=CC=CC=C1)=O)=O (1-ethyl-4-benzoyloxypyrrolidin-2-one), N1=CC=CC=C1 (pyridine), C(C1=CC=CC=C1)(=O)Cl (benzoyl chloride). Solvent: C(C)(=O)OCC (ethyl acetate), O (water). Run at time 8 hour. Product: C(C)N1C(CC(C1)OCC1=CC=CC=C1)=O (1-Ethyl-4-benzyloxypyrrolidin-2-one). RXN SMILES: C(N1CC(O)CC1=O)C.N1C=CC=CC=1.C(Cl)(=O)C1C=CC=CC=1.[CH2:25]([N:27]1[CH2:31][CH:30]([O:32][C:33](=O)[C:34]2[CH:39]=[CH:38][CH:37]=[CH:36][CH:35]=2)[CH2:29][C:28]1=[O:41])[CH3:26]>C(OCC)(=O)C.O>[CH2:25]([N:27]1[CH2:31][CH:30]([O:32][CH2:33][C:34]2[CH:39]=[CH:38][CH:37]=[CH:36][CH:35]=2)[CH2:29][C:28]1=[O:41])[CH3:26]. Procedure: Three g. 1-ethyl-4-hydroxypyrrolidin-2-one are dissolved in 30 ml. anhydrous pyridine and 2.7 ml. benzoyl chloride are added thereto. The reaction mixture is stirred overnight at ambient temperature, then it is poured into water containing 20 ml. concentrated sulphuric acid and extracted with ethyl acetate. The organic phases are collected, washed with a saturated aqueous solution of ammonium sulphate, evaporated to dryness and separated by chromatography to give 4.8 g. 1-ethyl-4-benzoyloxypyrro... Reactants: C(C)(C)NC(C)C (diisopropylamine), C(CCC)[Li] (n-butyllithium), ClC1=NC=CC=N1 (2-chloropyrimidine), C(CCC)[SnH](CCCC)CCCC (tri-n-butyltin hydride). Solvent: O1CCCC1 (tetrahydrofuran), CCCCCC (hexane), O (water), O1CCCC1 (tetrahydrofuran). Conditions: temperature 0 celsius, time 30 minute. The product is N1=C(N=CC=C1)[Sn](CCCC)(CCCC)CCCC ((2-Pyrmidyl)tri-n-butyltin). Reaction SMILES: C([Li])CCC.C(NC(C)C)(C)C.[CH2:13]([SnH:17]([CH2:22][CH2:23][CH2:24][CH3:25])[CH2:18][CH2:19][CH2:20][CH3:21])[CH2:14][CH2:15][CH3:16].Cl[C:27]1[N:32]=[CH:31][CH:30]=[CH:29][N:28]=1>O.O1CCCC1.CCCCCC>[N:28]1[CH:29]=[CH:30][CH:31]=[N:32][C:27]=1[Sn:17]([CH2:13][CH2:14][CH2:15][CH3:16])([CH2:18][CH2:19][CH2:20][CH3:21])[CH2:22][CH2:23][CH2:24][CH3:25]. Reported procedure: 3.2 ml of a hexane solution containing 1.57 mol of n-butyllithium was slowly added dropwise into a solution of 20 ml of tetrahydrofuran containing 707 μl of diisopropylamine under ice-cooling. After stirring at 0° C. for 30 minutes, 1.4 ml of tri-n-butyltin hydride was slowly added dropwise thereinto. After stirring at 0° C. for 30 minutes, the mixture cooled to −78° C. and a suspension of 30 ml of tetrahydrofuran containing 2-chloropyrimidine was slowly added drowise thereinto. After stirring a... Reactants: COC(=O)NC1=C(C=CC=C1)CC(=O)NC1CCN(CC1)CC1=CC=CC=C1 (2-Methoxycarbonylamino-N-[1-(phenylmethyl)-4-piperidinyl]-phenylacetamide), [OH-].[Na+] (sodium hydroxide), [H-].C(C(C)C)[Al+]CC(C)C (diisobutylaluminium hydride), Cl (hydrochloric acid). Run in C1(=CC=CC=C1)C (toluene), C1(=CC=CC=C1)C (toluene). Conditions: temperature 80 celsius, time 30 minute. The product is C1(=CC=CC=C1)CN1CCC(CC1)N1C(NC2=C(CC1)C=CC=C2)=O (3-[1-(Phenylmethyl)-4-piperidinyl]-2,3,4,5-tetrahydro-1,3-benzodiazepin-2(1H)-one). As a reaction SMILES: C[O:2][C:3]([NH:5][C:6]1[CH:11]=[CH:10][CH:9]=[CH:8][C:7]=1[CH2:12][C:13]([NH:15][CH:16]1[CH2:21][CH2:20][N:19]([CH2:22][C:23]2[CH:28]=[CH:27][CH:26]=[CH:25][CH:24]=2)[CH2:18][CH2:17]1)=O)=O.[H-].C([Al+]CC(C)C)C(C)C.Cl.[OH-].[Na+]>C1(C)C=CC=CC=1>[C:23]1([CH2:22][N:19]2[CH2:18][CH2:17][CH:16]([N:15]3[CH2:13][CH2:12][C:7]4[CH:8]=[CH:9][CH:10]=[CH:11][C:6]=4[NH:5][C:3]3=[O:2])[CH2:21][CH2:20]2)[CH:24]=[CH:25][CH:26]=[CH:27][CH:28]=1 |f:1.2,4.5|. Procedure: 5.00 g (13.11 mmol, 1.0 eq) 2-methoxycarbonylamino-N-[1-(phenylmethyl)-4-piperidinyl]-phenylacetamide from Example 3 are suspended in 50 ml of toluene and heated to 80° C. At this temperature 56.1 g (78.61 mmol, 6.0 eq) diisobutylaluminium hydride in toluene (20%) are metered in. After the addition has ended the reaction mixture is stirred for another 30 minutes at this temperature. After cooling to 10° C. the mixture is adjusted to pH=2.5 with hydrochloric acid. The precipitate formed is dissol... Reactants: BrC1=CC=C(C=C1)CCC(=O)C1=CC=CC=C1 (3-(4-bromophenyl)-1-phenylpropan-1-one), BrC1=CC=C(C=C1)CC/C(=C/C(=O)OCC)/C1=CC=CC=C1 ((Z)-ethyl 5-(4-bromophenyl)-3-phenylpent-2-enoate). Yields the product BrC1=CC=C(C=C1)CC\C(=C/C(=O)OCC)\C1=CC=CC=C1 ((E)-ethyl 5-(4-bromophenyl)-3-phenylpent-2-enoate). As a reaction SMILES: BrC1C=CC(CCC(C2C=CC=CC=2)=O)=CC=1.[Br:18][C:19]1[CH:24]=[CH:23][C:22]([CH2:25][CH2:26]/[C:27](/[C:34]2[CH:39]=[CH:38][CH:37]=[CH:36][CH:35]=2)=[CH:28]/[C:29]([O:31][CH2:32][CH3:33])=[O:30])=[CH:21][CH:20]=1>>[Br:18][C:19]1[CH:20]=[CH:21][C:22]([CH2:25][CH2:26]/[C:27](/[C:34]2[CH:35]=[CH:36][CH:37]=[CH:38][CH:39]=2)=[CH:28]\[C:29]([O:31][CH2:32][CH3:33])=[O:30])=[CH:23][CH:24]=1. Procedure details: By a procedure similar to that of example 1.85.3, starting from 3-(4-bromophenyl)-1-phenylpropan-1-one, (Z)-ethyl 5-(4-bromophenyl)-3-phenylpent-2-enoate and (E)-ethyl 5-(4-bromophenyl)-3-phenylpent-2-enoate were obtained as colourless oils. The solvent is C(C)N(CC)CC (triethylamine), C1(=CC=CC=C1)C (toluene), C(Cl)Cl (methylene chloride). The yield is 81.5%. Yields the product COC=1C=C2C(=CC=NC2=CC1OC)OC1=CC=C(C=C1)NC(OC1=CC=C(C=C1)CCCC)=O (4-Butylphenyl N-{4-[(6,7-dimethoxy-4-quinolyl)oxy]phenyl}carbamate). Starting materials: COC=1C=C2C(=CC=NC2=CC1OC)OC1=CC=C(N)C=C1 (4-[(6,7-Dimethoxy-4-quinolyl)oxy]aniline), ClC(Cl)(OC(OC(Cl)(Cl)Cl)=O)Cl (triphosgene), C([O-])(O)=O.[Na+] (sodium bicarbonate), C(CCC)C1=CC=C(C=C1)O (4-butylphenol). As a reaction SMILES: [CH3:1][O:2][C:3]1[CH:4]=[C:5]2[C:10](=[CH:11][C:12]=1[O:13][CH3:14])[N:9]=[CH:8][CH:7]=[C:6]2[O:15][C:16]1[CH:22]=[CH:21][C:19]([NH2:20])=[CH:18][CH:17]=1.Cl[C:24](Cl)([O:26][C:27](=[O:33])OC(Cl)(Cl)Cl)Cl.[CH2:35]([C:39]1[CH:44]=[CH:43]C(O)=[CH:41][CH:40]=1)[CH2:36][CH2:37][CH3:38].C(=O)(O)[O-].[Na+]>C(Cl)Cl.C(N(CC)CC)C.C1(C)C=CC=CC=1>[CH3:1][O:2][C:3]1[CH:4]=[C:5]2[C:10](=[CH:11][C:12]=1[O:13][CH3:14])[N:9]=[CH:8][CH:7]=[C:6]2[O:15][C:16]1[CH:22]=[CH:21][C:19]([NH:20][C:27](=[O:33])[O:26][C:24]2[CH:43]=[CH:44][C:39]([CH2:35][CH2:36][CH2:37][CH3:38])=[CH:40][CH:41]=2)=[CH:18][CH:17]=1 |f:3.4|. Reported procedure: 4-[(6,7-Dimethoxy-4-quinolyl)oxy]aniline (100 mg) was added to toluene (10 ml) and triethylamine (1 ml), and the mixture was heated under reflux to prepare a solution. A solution of triphosgene (151 mg) in methylene chloride was then added thereto, and the mixture was heated under reflux for 10 min. Next, 4-butylphenol (77 mg) was added thereto, and the mixture was further stirred with heating under reflux for 3 hr. A saturated aqueous sodium bicarbonate solution was added to stop the reaction, ... Starting materials: Brc1ccccn1, Cc1ccccc1, CC(C)(C)[O-], CCCNc1c(OC)nn2c(-c3c(OC)cc(COC)cc3OC)csc12, [Na+], O. Yields the product CCCN(c1ccccn1)c1c(OC)nn2c(-c3c(OC)cc(COC)cc3OC)csc12. RXN SMILES: [Br:35][c:36]1[cH:37][cH:38][cH:39][cH:40][n:41]1.[CH3:1][c:2]1[cH:3][cH:4][cH:5][cH:6][cH:7]1.[CH3:42][C:43]([CH3:44])([O-:45])[CH3:46].[CH3:8][O:9][c:10]1[c:11](-[c:21]2[n:22]3[c:23]([s:24][cH:25]2)[c:26]([NH:31][CH2:32][CH2:33][CH3:34])[c:27]([O:29][CH3:30])[n:28]3)[c:12]([O:19][CH3:20])[cH:13][c:14]([CH2:16][O:17][CH3:18])[cH:15]1.[Na+:47].[OH2:48]>>[CH3:8][O:9][c:10]1[c:11](-[c:21]2[n:22]3[c:23]([s:24][cH:25]2)[c:26]([N:31]([CH2:32][CH2:33][CH3:34])[c:36]2[cH:37][cH:38][cH:39][cH:40][n:41]2)[c:27]([O:29][CH3:30])[n:28]3)[c:12]([O:19][CH3:20])[cH:13][c:14]([CH2:16][O:17][CH3:18])[cH:15]1.